This data is from the Open Reaction Database (ORD), a public repository of structured organic reaction records. The task is: describe an organic reaction: reactants, conditions, products, and yield Reactants: COc1ccc(CCN)cc1OC, Cc1ccc(C2CO2)cc1. The product is COc1ccc(CCNCC(O)c2ccc(C)cc2)cc1OC. Reaction SMILES: [CH3:11][O:12][c:13]1[cH:14][cH:15][c:16]([CH2:17][CH2:18][NH2:19])[cH:20][c:21]1[O:22][CH3:23].[CH3:1][c:2]1[cH:3][cH:4][c:5]([CH:6]2[CH2:7][O:8]2)[cH:9][cH:10]1>>[CH3:1][c:2]1[cH:3][cH:4][c:5]([CH:6]([CH2:7][NH:19][CH2:18][CH2:17][c:16]2[cH:15][cH:14][c:13]([O:12][CH3:11])[c:21]([O:22][CH3:23])[cH:20]2)[OH:8])[cH:9][cH:10]1. Starting materials: N1C=NC=C1 (imidazole), C[O-].[Na+] (sodium methylate), C1(=CC=C(C=C1)C(CCl)(O)C1=CC=CC=C1)C1=CC=CC=C1 (1-(4-biphenylyl)-2-chloro-1-phenyl-ethanol). Run in CO (methanol), CN(C=O)C (dimethylformamide). Yields the product C1(=CC=C(C=C1)C(CN1C=NC=C1)(O)C1=CC=CC=C1)C1=CC=CC=C1 (1-(4-biphenylyl)-2-(imidazol-1-yl)-1-phenyl-ethanol). Isolated yield 12.2%. As a reaction SMILES: C[O-].[Na+].[NH:4]1[CH:8]=[CH:7][N:6]=[CH:5]1.[C:9]1([C:25]2[CH:30]=[CH:29][CH:28]=[CH:27][CH:26]=2)[CH:14]=[CH:13][C:12]([C:15]([C:19]2[CH:24]=[CH:23][CH:22]=[CH:21][CH:20]=2)([OH:18])[CH2:16]Cl)=[CH:11][CH:10]=1>CO.CN(C)C=O>[C:9]1([C:25]2[CH:26]=[CH:27][CH:28]=[CH:29][CH:30]=2)[CH:10]=[CH:11][C:12]([C:15]([C:19]2[CH:24]=[CH:23][CH:22]=[CH:21][CH:20]=2)([OH:18])[CH2:16][N:4]2[CH:8]=[CH:7][N:6]=[CH:5]2)=[CH:13][CH:14]=1 |f:0.1|. Procedure: 2.45 g (0.045 mol) of sodium methylate are dissolved in 20 ml of methanol, and 5.25 g (0.077 mol) of imidazole are added. A solution of 11.1 g (0.077 mol) of 1-(4-biphenylyl)-2-chloro-1-phenyl-ethanol in 50 ml of dimethylformamide is added dropwise to this mixture and the reaction mixture is heated under reflux for 16 hours. Thereafter, it is poured onto water and the crystals which form are extracted with hot acetonitrile. 3.2 g (21% of theory) of 1-(4-biphenylyl)-2-(imidazol-1-yl)-1-phenyl-eth... Reactants: N[C@H]1[C@@H](CCCC1)N (trans-1,2-diaminocyclohexane), C[C@]1(C[C@]2(CNC(O2)=O)CCC1)CN1C=NC2=C1C=C(C=C2)C#N (1-(((5S,7S)-7-methyl-2-oxo-1-oxa-3-azaspiro[4.5]decan-7-yl)methyl)-1H-benzo[d]imidazole-6-carbonitrile), [O-]P(=O)([O-])[O-].[K+].[K+].[K+] (potassium phosphate tribasic), N[C@H]1[C@@H](CCCC1)N (trans-1,2-diaminocyclohexane), BrC=1N=CC(=NC1)C(C)(C)O (2-(5-bromopyrazin-2-yl)propan-2-ol), N[C@H]1[C@@H](CCCC1)N (trans-1,2-diaminocyclohexane). The reagents and catalysts are [Cu]I (copper(I) iodide), [Cu]I (copper(I) iodide), [Cu]I (copper(I) iodide). The solvent is CC#N (CH3CN), O1CCOCC1 (1,4-dioxane). Run at temperature 100 celsius. Yields the product OC(C)(C)C=1N=CC(=NC1)N1C(O[C@]2(C1)C[C@@](CCC2)(C)CN2C=NC1=C2C=C(C=C1)C#N)=O (1-(((5S,7S)-3-(5-(2-hydroxypropan-2-yl)pyrazin-2-yl)-7-methyl-2-oxo-1-oxa-3-azaspiro[4.5]decan-7-yl)methyl)-1H-benzo[d]imidazole-6-carbonitrile). Yield: 60.6%. Reaction SMILES: [CH3:1][C@:2]1([CH2:13][N:14]2[C:18]3[CH:19]=[C:20]([C:23]#[N:24])[CH:21]=[CH:22][C:17]=3[N:16]=[CH:15]2)[CH2:12][CH2:11][CH2:10][C@:4]2([O:8][C:7](=[O:9])[NH:6][CH2:5]2)[CH2:3]1.[O-]P([O-])([O-])=O.[K+].[K+].[K+].N[C@@H]1CCCC[C@H]1N.Br[C:42]1[N:43]=[CH:44][C:45]([C:48]([OH:51])([CH3:50])[CH3:49])=[N:46][CH:47]=1>O1CCOCC1.[Cu]I.CC#N>[OH:51][C:48]([C:45]1[N:46]=[CH:47][C:42]([N:6]2[CH2:5][C@@:4]3([CH2:10][CH2:11][CH2:12][C@@:2]([CH2:13][N:14]4[C:18]5[CH:19]=[C:20]([C:23]#[N:24])[CH:21]=[CH:22][C:17]=5[N:16]=[CH:15]4)([CH3:1])[CH2:3]3)[O:8][C:7]2=[O:9])=[N:43][CH:44]=1)([CH3:50])[CH3:49] |f:1.2.3.4|. Reported procedure: To a light yellow solution of 1-(((5S,7S)-7-methyl-2-oxo-1-oxa-3-azaspiro[4.5]decan-7-yl)methyl)-1H-benzo[d]imidazole-6-carbonitrile (0.050 g, 0.154 mmol) in 1,4-dioxane (2.052 mL) was added copper(I) iodide (2.94 mg, 0.015 mmol), potassium phosphate tribasic (0.065 g, 0.308 mmol), trans-1,2-diaminocyclohexane (3.71 μL, 0.031 mmol), and 2-(5-bromopyrazin-2-yl)propan-2-ol (0.040 g, 0.185 mmol). The reaction mixture was heated at 100° C. for 15 h. Then, additional copper(I) iodide (2.94 mg, 0.015 ... The reactants are NC1=NC(=CC=C1)Br (2-Amino-6-bromopyridine), C(C=C)(=O)OCC (ethyl acrylate), C(C)(=O)O (acetic acid), [OH-].[Na+] (NaOH), ( 1 ). Run at temperature 130 celsius. Product: BrC1=CC=CC(=N1)NCCC(=O)O (3-(6-bromo-pyridin-2-ylamino)propionic acid). Yield: 68.0%. Reaction SMILES: [NH2:1][C:2]1[CH:7]=[CH:6][CH:5]=[C:4]([Br:8])[N:3]=1.[C:9]([O:13]CC)(=[O:12])[CH:10]=[CH2:11].C(O)(=O)C.[OH-].[Na+]>>[Br:8][C:4]1[N:3]=[C:2]([NH:1][CH2:11][CH2:10][C:9]([OH:13])=[O:12])[CH:7]=[CH:6][CH:5]=1 |f:3.4|. Procedure: 2-Amino-6-bromopyridine (25.0 g) was added to a mixture of ethyl acrylate (17.39 g) (1.2 eq) and acetic acid (4.55 g, 0.52 eq). The reaction mixture was heated at 130° C. for 70 hours and then cooled to room temperature. An aqueous NaOH solution (6N, 60 mL, 2.50 eq) was added and the resulting mixture was heated at reflux for one (1) hour and then cooled to room temperature. The solution was washed twice with ether and then acidified to pH 4-5 with concentrated HCl. The precipitate was collected...